This data is from the Open Reaction Database (ORD), a public repository of structured organic reaction records. The task is: describe an organic reaction: reactants, conditions, products, and yield Starting materials: CCOC(C)=O, O=C(Cl)c1ccc(CCl)cc1, ClCCl, Cn1c(=O)c(-c2c(Cl)ccc(N)c2Cl)cc2cnccc21. Yields the product Cn1c(=O)c(-c2c(Cl)ccc(NC(=O)c3ccc(CCl)cc3)c2Cl)cc2cnccc21. Reaction SMILES: [CH3:36][CH2:37][O:38][C:39]([CH3:40])=[O:41].[Cl:22][CH2:23][c:24]1[cH:25][cH:26][c:27]([C:28](=[O:29])[Cl:30])[cH:31][cH:32]1.[Cl:33][CH2:34][Cl:35].[NH2:1][c:2]1[c:3]([Cl:21])[c:4](-[c:9]2[c:10](=[O:20])[n:11]([CH3:19])[c:12]3[cH:13][cH:14][n:15][cH:16][c:17]3[cH:18]2)[c:5]([Cl:8])[cH:6][cH:7]1>>[NH:1]([c:2]1[c:3]([Cl:21])[c:4](-[c:9]2[c:10](=[O:20])[n:11]([CH3:19])[c:12]3[cH:13][cH:14][n:15][cH:16][c:17]3[cH:18]2)[c:5]([Cl:8])[cH:6][cH:7]1)[C:28]([c:27]1[cH:26][cH:25][c:24]([CH2:23][Cl:22])[cH:32][cH:31]1)=[O:29].